This data is from the Open Reaction Database (ORD), a public repository of structured organic reaction records. The task is: describe an organic reaction: reactants, conditions, products, and yield Starting materials: ClC1=CC(=NC2=CC=CC=C12)N1CC2=C(CCC1)C=CC(=C2)O (2-(4-chloroquinolin-2-yl)-2,3,4,5-tetrahydro-1H-2-benzazepin-8-ol), [H-].[Na+] (sodium hydride), BrCC (bromoethane). Run in ClCCl (dichloromethane), CN(C=O)C (N,N-dimethylformamide). Reaction conditions: time 1 hour. Yields the product ClC1=CC(=NC2=CC=CC=C12)N1CC2=C(CCC1)C=CC(=C2)OCC (2-(4-Chloroquinolin-2-yl)-8-ethoxy-2,3,4,5-tetrahydro-1H-2-benzazepine). Yield: 72.1%. Reaction SMILES: [Cl:1][C:2]1[C:11]2[C:6](=[CH:7][CH:8]=[CH:9][CH:10]=2)[N:5]=[C:4]([N:12]2[CH2:18][CH2:17][CH2:16][C:15]3[CH:19]=[CH:20][C:21]([OH:23])=[CH:22][C:14]=3[CH2:13]2)[CH:3]=1.[H-].[Na+].Br[CH2:27][CH3:28]>CN(C)C=O.ClCCl>[Cl:1][C:2]1[C:11]2[C:6](=[CH:7][CH:8]=[CH:9][CH:10]=2)[N:5]=[C:4]([N:12]2[CH2:18][CH2:17][CH2:16][C:15]3[CH:19]=[CH:20][C:21]([O:23][CH2:27][CH3:28])=[CH:22][C:14]=3[CH2:13]2)[CH:3]=1 |f:1.2|. Procedure details: To a solution of 2-(4-chloroquinolin-2-yl)-2,3,4,5-tetrahydro-1H-2-benzazepin-8-ol (36 mg, 0.11 mmol) in 5 mL of dry N,N-dimethylformamide was added sodium hydride (8 mg, 0.17 mmol), then bromoethane (18.5 mg, 0.17 mmol) was added dropwise under nitrogen. After the addition, the reaction was stirred at room temperature for further 1 hour. The resulting mixture was diluted with dichloromethane (10 mL), washed with brine and then dried over sodium sulfate. The solvent was removed in vacuo and the ...